This data is from the Open Reaction Database (ORD), a public repository of structured organic reaction records. The task is: describe an organic reaction: reactants, conditions, products, and yield Reactants: CC(C)=O, Cc1ccc2cccc(O)c2n1, O=S(=O)(O)O, O=S(=O)=O. Product: Cc1ccc2c(S(=O)(=O)O)ccc(O)c2n1. As a reaction SMILES: [CH3:22][C:23](=[O:24])[CH3:25].[CH3:5][c:6]1[n:7][c:8]2[c:9]([OH:16])[cH:10][cH:11][cH:12][c:13]2[cH:14][cH:15]1.[S:17](=[O:18])(=[O:19])([OH:20])[OH:21].[S:1](=[O:2])(=[O:3])=[O:4]>>[S:1](=[O:2])(=[O:3])([OH:4])[c:12]1[cH:11][cH:10][c:9]([OH:16])[c:8]2[n:7][c:6]([CH3:5])[cH:15][cH:14][c:13]21.